This data is from the Open Reaction Database (ORD), a public repository of structured organic reaction records. The task is: describe an organic reaction: reactants, conditions, products, and yield Starting materials: O1CCC2=C1C(=CC=C2)C(=O)O (7-dihydrobenzofuran carboxylic acid), C(C1=CC=CC=C1)O (benzyl alcohol), Cl.CN(CCCN=C=NCC)C (1-[3-(dimethylamino)propyl]-3-ethyl carbodiimide hydrochloride). The reagents and catalysts are CN(C)C=1C=CN=CC1 (DMAP). The solvent is C(Cl)Cl (CH2Cl2). Product: C(=O)(OC)C1=CC=CC=2CCOC21 (7-Carbomethoxydihydrobenzofuran). Yield: 142.6%. RXN SMILES: [O:1]1[C:5]2[C:6]([C:10]([OH:12])=[O:11])=[CH:7][CH:8]=[CH:9][C:4]=2[CH2:3][CH2:2]1.[CH2:13](O)C1C=CC=CC=1.Cl.CN(C)CCCN=C=NCC>CN(C1C=CN=CC=1)C.C(Cl)Cl>[C:10]([C:6]1[C:5]2[O:1][CH2:2][CH2:3][C:4]=2[CH:9]=[CH:8][CH:7]=1)([O:12][CH3:13])=[O:11] |f:2.3|. Procedure: A solution of 0.2 g (1.22 mmol) of 7-dihydrobenzofuran carboxylic acid, 0.13 g (1.22 mmol) of benzyl alcohol, 0.3 g (2.44 mmol) of DMAP and 0.46 g (2.44 mmol) of 1-[3-(dimethylamino)propyl]-3-ethyl carbodiimide hydrochloride in 5 mL of CH2Cl2 was stirred at rt for 12 h. The reaction mixture was partitioned between CH2Cl2 and water and the pH was adjusted to pH=1 with 1N HCl solution. The reaction mixture was extracted with CH2Cl2 and the combined organic fraction was dried over MgSO4, filtered a... The reactants are ClC=1C=CC(=C(C(=O)NC2=NC=C(C=C2)C)C1)NCC1CCNCC1 (5-chloro-N-(5-methylpyridin-2-yl)-2-[(4-piperidinylmethyl)amino]benzamide), S1CC(CC1)=O (tetrahydrothiophen-3-one), solution, C(#N)[BH3-].[Na+] (sodium cyanoborohydride). Run in CO.C(C)(=O)O (methanol acetic acid), O1CCCC1 (tetrahydrofuran). Conditions: temperature 50 celsius, time 96 hour. Product: ClC=1C=CC(=C(C(=O)NC2=NC=C(C=C2)C)C1)NCC1CCN(CC1)C1CSCC1 (5-Chloro-N-(5-methylpyridin-2-yl)-2-{[1-(tetrahydrothiophen-3-yl)piperidin-4-yl]methylamino}benzamide). Yield: 77.3%. As a reaction SMILES: [Cl:1][C:2]1[CH:3]=[CH:4][C:5]([NH:18][CH2:19][CH:20]2[CH2:25][CH2:24][NH:23][CH2:22][CH2:21]2)=[C:6]([CH:17]=1)[C:7]([NH:9][C:10]1[CH:15]=[CH:14][C:13]([CH3:16])=[CH:12][N:11]=1)=[O:8].[S:26]1[CH2:30][CH2:29][C:28](=O)[CH2:27]1.C([BH3-])#N.[Na+]>CO.C(O)(=O)C.O1CCCC1>[Cl:1][C:2]1[CH:3]=[CH:4][C:5]([NH:18][CH2:19][CH:20]2[CH2:25][CH2:24][N:23]([CH:28]3[CH2:29][CH2:30][S:26][CH2:27]3)[CH2:22][CH2:21]2)=[C:6]([CH:17]=1)[C:7]([NH:9][C:10]1[CH:15]=[CH:14][C:13]([CH3:16])=[CH:12][N:11]=1)=[O:8] |f:2.3,4.5|. Reported procedure: A solution of 5-chloro-N-(5-methylpyridin-2-yl)-2-[(4-piperidinylmethyl)amino]benzamide from Example 99-A (0.45 g, 1.25 mmol) in 10 mL of 95:5 methanol-acetic acid was treated with excess tetrahydrothiophen-3-one (1.07 mL, 12.5 mmol), followed by sodium cyanoborohydride (5.0 ml of a 1 M solution in tetrahydrofuran, 6.0 mmol). After stirring at 50° C. for 96 h, the mixture was concentrated in vacuo; and the residue was subjected to silica gel chromatography. Elution with 9:1 dichloromethane-2 M a... Yields the product CC(C)N(C)c1ccccc1CN1CCC(NC(=O)OC(C)(C)C)CC1. RXN SMILES: [C:28]([OH:29])(=[O:30])[CH3:31].[CH:15]([CH3:16])([CH3:17])[N:18]([CH3:19])[c:20]1[c:21]([CH:22]=[O:23])[cH:24][cH:25][cH:26][cH:27]1.[Cl:32][CH2:33][Cl:34].[NH:1]1[CH2:2][CH2:3][CH:4]([NH:7][C:8]([O:9][C:10]([CH3:11])([CH3:12])[CH3:13])=[O:14])[CH2:5][CH2:6]1>>[N:1]1([CH2:22][c:21]2[c:20]([N:18]([CH:15]([CH3:16])[CH3:17])[CH3:19])[cH:27][cH:26][cH:25][cH:24]2)[CH2:2][CH2:3][CH:4]([NH:7][C:8]([O:9][C:10]([CH3:11])([CH3:12])[CH3:13])=[O:14])[CH2:5][CH2:6]1. Starting materials: CC(=O)O, CC(C)N(C)c1ccccc1C=O, ClCCl, CC(C)(C)OC(=O)NC1CCNCC1. RXN SMILES: [Cl:1][C:2]1[CH:15]=[CH:14][C:13]2[C:4](=[C:5](Cl)[C:6]3[C:11]([N:12]=2)=[CH:10][CH:9]=[CH:8][CH:7]=3)[CH:3]=1.[C-:17]#[N:18].[Na+]>CO>[Cl:1][C:2]1[CH:15]=[CH:14][C:13]2[C:4](=[C:5]([C:17]#[N:18])[C:6]3[C:11]([N:12]=2)=[CH:10][CH:9]=[CH:8][CH:7]=3)[CH:3]=1 |f:1.2|. Yields the product ClC1=CC2=C(C3=CC=CC=C3N=C2C=C1)C#N (2-chloro-9-cyano-acridine). Solvent: CO (methanol). Reported procedure: A mixture of 1 gm of 2,9-dichloroacridine [obtained by the process of Bogucka, Roczniki, Chem. Vol. 40 (1966) p 677]230 mg of sodium cyanide and 20 cc of methanol was heated for 4 hours at 140°C in a sealed tube and after cooling, the mixture was filtered. The precipitate was washed with acetone and dried. The product was purified by sublimation in vacuo at 0.1 mm Hg to obtain 530 mg of 2-chloro-9-cyano-acridine melting at 208°C. Reactants: ClC1=CC2=C(C3=CC=CC=C3N=C2C=C1)Cl (2,9-dichloroacridine), [C-]#N.[Na+] (sodium cyanide). The yield is 55.1%. Reactants: C(C)C1=NC=2C(=NC(=CC2C)C)N1CC1=CC=C(C=C1)C1=C(C=CC=C1)C=1C(C(C1O)=O)=O (3-[4'-(2-ethyl-5,7-dimethyl-3H-imidazo[4,5-b]pyrid-3-ylmethyl)biphenyl-2-yl]-4-hydroxycyclobut-3-ene-1,2-dione), C(C(C)(C)C)(=O)OCCl (Chloromethyl pivalate), C(C(C)(C)C)(=O)OCCl (chloromethyl pivalate), C(C)OCC (diethyl ether), [I-].[K+] (Potassium iodide). Run in CN(C(C)=O)C (N,N-dimethylacetamide). Reaction conditions: time 2 day. The product is C(C(C)(C)C)(=O)OCOC1=C(C(C1=O)=O)C1=C(C=CC=C1)C1=CC=C(C=C1)CN1C(=NC=2C1=NC(=CC2C)C)CC (2-[4'-(2-ethyl-5,7-dimethyl-3H-imidazo[4,5-b]pyrid-3-ylmethyl)biphenyl-2-yl]-3,4-dioxocyclobut-1-en-1-yloxymethyl pivalate). As a reaction SMILES: [C:1]([O:7][CH2:8]Cl)(=[O:6])[C:2]([CH3:5])([CH3:4])[CH3:3].[CH2:10]([C:12]1[N:22]([CH2:23][C:24]2[CH:29]=[CH:28][C:27]([C:30]3[CH:35]=[CH:34][CH:33]=[CH:32][C:31]=3[C:36]3[C:37](=[O:42])[C:38](=[O:41])[C:39]=3[OH:40])=[CH:26][CH:25]=2)[C:15]2=[N:16][C:17]([CH3:21])=[CH:18][C:19]([CH3:20])=[C:14]2[N:13]=1)[CH3:11].[I-].[K+].C(OCC)C>CN(C)C(=O)C>[C:1]([O:7][CH2:8][O:42][C:37]1[C:38](=[O:41])[C:39](=[O:40])[C:36]=1[C:31]1[CH:32]=[CH:33][CH:34]=[CH:35][C:30]=1[C:27]1[CH:28]=[CH:29][C:24]([CH2:23][N:22]2[C:15]3=[N:16][C:17]([CH3:21])=[CH:18][C:19]([CH3:20])=[C:14]3[N:13]=[C:12]2[CH2:10][CH3:11])=[CH:25][CH:26]=1)(=[O:6])[C:2]([CH3:5])([CH3:4])[CH3:3] |f:2.3|. Procedure details: Chloromethyl pivalate (3.22 g) was added, dropwise, at ambient temperature, to a stirring suspension of 3-[4'-(2-ethyl-5,7-dimethyl-3H-imidazo[4,5-b]pyrid-3-ylmethyl)biphenyl -2-yl]-4-hydroxycyclobut-3-ene-1,2-dione (4.21 g; preparable as in Example 4) in dry N,N-dimethylacetamide (40 ml). Potassium iodide (2.5 g) was added to the resulting mixture and stirring was continued am ambient temperature for 2 days. More chloromethyl pivalate (3.7 g) was added and stirring was continued for an addition... The reactants are C(CC)C1=NC2=C(N1CC1=CC=C(C=C1)OC(C1=C(C=CC=C1)Cl)C(=O)OCC)C=CC=C2C (2-n-propyl-4-methyl-1-[4-[(α-ethoxycarbonyl)-2-chlorobenzyloxy]-benzyl]benzimidazole), [OH-].[Na+] (sodium hydroxide). Run in C(C)O (ethanol). Product: C(CC)C1=NC2=C(N1CC1=CC=C(C=C1)OC(C1=C(C=CC=C1)Cl)C(=O)O)C=CC=C2C (2-n-Propyl-4-methyl-1-[4-[(α-carboxy)-2-chlorobenzyloxy]benzyl]benzimidazole). As a reaction SMILES: [CH2:1]([C:4]1[N:8]([CH2:9][C:10]2[CH:15]=[CH:14][C:13]([O:16][CH:17]([C:25]([O:27]CC)=[O:26])[C:18]3[CH:23]=[CH:22][CH:21]=[CH:20][C:19]=3[Cl:24])=[CH:12][CH:11]=2)[C:7]2[CH:30]=[CH:31][CH:32]=[C:33]([CH3:34])[C:6]=2[N:5]=1)[CH2:2][CH3:3].[OH-].[Na+]>C(O)C>[CH2:1]([C:4]1[N:8]([CH2:9][C:10]2[CH:11]=[CH:12][C:13]([O:16][CH:17]([C:25]([OH:27])=[O:26])[C:18]3[CH:23]=[CH:22][CH:21]=[CH:20][C:19]=3[Cl:24])=[CH:14][CH:15]=2)[C:7]2[CH:30]=[CH:31][CH:32]=[C:33]([CH3:34])[C:6]=2[N:5]=1)[CH2:2][CH3:3] |f:1.2|. Procedure details: Prepared analogously to Example 1b from 2-n-propyl-4-methyl-1-[4-[(α-ethoxycarbonyl)-2-chlorobenzyloxy]-benzyl]benzimidazole and 2N sodium hydroxide solution in ethanol. Reported procedure: To a solution of N,N-dimethyl-4-[8-thia-4-azatricyclo[7,4,0,0-[2,7]]trideca-1(13),2(7),9,11-tetraen-13-yloxy]cyclohexan-1-amine trifluoroacetate (43 mg) and TEA (50 mg, 0.49 mmol, 3.80 equiv) in 10 mL of dichloromethane at 0° C. was added acetyl chloride (20 mg, 0.25 mmol, 1.96 equiv) at 0° C. The resulting solution was stirred for 2 hours at this temperature under nitrogen. The reaction was then quenched with CH3OH and concentrated under vacuum. The crude product was purified by preparative HPL... The solvent is ClCCl (dichloromethane). Reactants: FC(C(=O)O)(F)F.CN(C1CCC(CC1)OC=1C=CC=C2SC=3CCNCC3C12)C (N,N-dimethyl-4-[8-thia-4-azatricyclo[7,4,0,0-[2,7]]trideca-1(13),2(7),9,11-tetraen-13-yloxy]cyclohexan-1-amine trifluoroacetate), TEA, C(C)(=O)Cl (acetyl chloride). Reaction SMILES: F[C:2](F)(F)[C:3]([OH:5])=O.[CH3:8][N:9]([CH3:30])[CH:10]1[CH2:15][CH2:14][CH:13]([O:16][C:17]2[CH:18]=[CH:19][CH:20]=[C:21]3[C:29]=2[C:28]2[CH2:27][NH:26][CH2:25][CH2:24][C:23]=2[S:22]3)[CH2:12][CH2:11]1.C(Cl)(=O)C>ClCCl>[CH3:8][N:9]([CH3:30])[CH:10]1[CH2:15][CH2:14][CH:13]([O:16][C:17]2[CH:18]=[CH:19][CH:20]=[C:21]3[C:29]=2[C:28]2[CH2:27][N:26]([C:3](=[O:5])[CH3:2])[CH2:25][CH2:24][C:23]=2[S:22]3)[CH2:12][CH2:11]1 |f:0.1|. Run at time 2 hour. Yields the product CN(C1CCC(CC1)OC=1C=CC=C2SC=3CCN(CC3C12)C(C)=O)C (1-(13-[[4-(dimethylamino)cyclohexyl]oxy]-8-thia-4-azatricyclo[7.4.0.0-[2,7]]trideca-1(13),2(7),9,11-tetraen-4-yl)ethan-1-one). Starting materials: COc1ccccc1COCCCOc1ccc(C2CCN(C(=O)OC(C)(C)C)CC2OCc2ccc3c(c2)NCCC3)cc1, COC(=O)CCBr. The product is COC(=O)CCN1CCCc2ccc(COC3CN(C(=O)OC(C)(C)C)CCC3c3ccc(OCCCOCc4ccccc4OC)cc3)cc21. As a reaction SMILES: [C:1]([CH3:2])([CH3:3])([CH3:4])[O:5][C:6](=[O:7])[N:8]1[CH2:9][CH:10]([O:34][CH2:35][c:36]2[cH:37][cH:38][c:39]3[c:44]([cH:45]2)[NH:43][CH2:42][CH2:41][CH2:40]3)[CH:11]([c:14]2[cH:15][cH:16][c:17]([O:20][CH2:21][CH2:22][CH2:23][O:24][CH2:25][c:26]3[c:27]([O:32][CH3:33])[cH:28][cH:29][cH:30][cH:31]3)[cH:18][cH:19]2)[CH2:12][CH2:13]1.[CH3:46][O:47][C:48]([CH2:49][CH2:50][Br:51])=[O:52]>>[C:1]([CH3:2])([CH3:3])([CH3:4])[O:5][C:6](=[O:7])[N:8]1[CH2:9][CH:10]([O:34][CH2:35][c:36]2[cH:37][cH:38][c:39]3[c:44]([cH:45]2)[N:43]([CH2:50][CH2:49][C:48]([O:47][CH3:46])=[O:52])[CH2:42][CH2:41][CH2:40]3)[CH:11]([c:14]2[cH:15][cH:16][c:17]([O:20][CH2:21][CH2:22][CH2:23][O:24][CH2:25][c:26]3[c:27]([O:32][CH3:33])[cH:28][cH:29][cH:30][cH:31]3)[cH:18][cH:19]2)[CH2:12][CH2:13]1. Reactants: BrC1=C2C=NN(C2=CC(=C1)C)C1=C(C=CC=C1)F (4-Bromo-1-(2-fluorophenyl)-6-methyl-1H-indazole), FC1=CC=C(C=C1)NN=CC1=C(C=C(C=C1Br)C)Br (2,6-dibromo-4-methylbenzaldehyde (4-fluorophenyl)hydrazone), FC1=CC=C(C=C1)NN=CC1=C(C=C(C=C1Br)C)Br (2,6-dibromo-4-methylbenzaldehyde (4-fluorophenyl)hydrazone). Product: BrC1=C2C=NN(C2=CC(=C1)C)C1=CC=C(C=C1)F (4-Bromo-1-(4-fluorophenyl)-6-methyl-1H-indazole). As a reaction SMILES: BrC1C=C(C)C=C2C=1C=NN2C1C=CC=CC=1F.[F:19][C:20]1[CH:25]=[CH:24][C:23]([NH:26][N:27]=[CH:28][C:29]2[C:34](Br)=[CH:33][C:32]([CH3:36])=[CH:31][C:30]=2[Br:37])=[CH:22][CH:21]=1>>[Br:37][C:30]1[CH:31]=[C:32]([CH3:36])[CH:33]=[C:34]2[C:29]=1[CH:28]=[N:27][N:26]2[C:23]1[CH:24]=[CH:25][C:20]([F:19])=[CH:21][CH:22]=1. Reported procedure: Similarly prepared to Intermediate 26 from 2,6-dibromo-4-methylbenzaldehyde (4-fluorophenyl)hydrazone (Intermediate 27). Reactants: C(C)(C)(C)OC(NCC#CC=1C=C2C(=NC=NC2=CC1)NC=1C=C2C=NN(C2=CC1)CC1=CC(=CC=C1)F)=O ((3-{4-[1-(3-Fluoro-benzyl)-1H-indazol-5-ylamino]-quinazolin-6-yl}-prop-2-ynyl)-carbamic acid tert-butyl ester), C(=O)(C(F)(F)F)O (TFA). The solvent is C(Cl)Cl (DCM). Run at time 2 hour. The product is NCC#CC=1C=C2C(=NC=NC2=CC1)NC=1C=C2C=NN(C2=CC1)CC1=CC(=CC=C1)F ([6-(3-Amino-prop-1-ynyl)-quinazolin-4-yl]-[1-(3-fluoro-benzyl)-1H-indazol-5-yl]-amine). Isolated yield 85.8%. As a reaction SMILES: C(OC(=O)[NH:7][CH2:8][C:9]#[C:10][C:11]1[CH:12]=[C:13]2[C:18](=[CH:19][CH:20]=1)[N:17]=[CH:16][N:15]=[C:14]2[NH:21][C:22]1[CH:23]=[C:24]2[C:28](=[CH:29][CH:30]=1)[N:27]([CH2:31][C:32]1[CH:37]=[CH:36][CH:35]=[C:34]([F:38])[CH:33]=1)[N:26]=[CH:25]2)(C)(C)C.C(O)(C(F)(F)F)=O>C(Cl)Cl>[NH2:7][CH2:8][C:9]#[C:10][C:11]1[CH:12]=[C:13]2[C:18](=[CH:19][CH:20]=1)[N:17]=[CH:16][N:15]=[C:14]2[NH:21][C:22]1[CH:23]=[C:24]2[C:28](=[CH:29][CH:30]=1)[N:27]([CH2:31][C:32]1[CH:37]=[CH:36][CH:35]=[C:34]([F:38])[CH:33]=1)[N:26]=[CH:25]2. Reported procedure: (3-{4-[1-(3-Fluoro-benzyl)-1H-indazol-5-ylamino]-quinazolin-6-yl}-prop-2-ynyl)-carbamic acid tert-butyl ester (285 mg, 0.545 mmol) is suspended in DCM (6 ml) and TFA (6 ml) is added dropwise. The reaction is stirred at r.t. for 2 hours. The solvents are removed in a N2 stream, DCM (10 ml) is added, and the organic layer is treated with sat. aq. NaHCO3 and brine, dried, and concentrated to afford the pure product (197.6 mg, 86%).